From a dataset of the Open Reaction Database (ORD), a public repository of structured organic reaction records. describe an organic reaction: reactants, conditions, products, and yield Starting materials: CNC, ClCCl, O=Cc1ccc(CN(Cc2nc3ccccc3[nH]2)C2CCCc3cccnc32)cc1. RXN SMILES: [CH3:31][NH:32][CH3:33].[Cl:34][CH2:35][Cl:36].[nH:1]1[c:2]([CH2:10][N:11]([CH:12]2[CH2:13][CH2:14][CH2:15][c:16]3[cH:17][cH:18][cH:19][n:20][c:21]32)[CH2:22][c:23]2[cH:24][cH:25][c:26]([CH:27]=[O:28])[cH:29][cH:30]2)[n:3][c:4]2[c:5]1[cH:6][cH:7][cH:8][cH:9]2>>[nH:1]1[c:2]([CH2:10][N:11]([CH:12]2[CH2:13][CH2:14][CH2:15][c:16]3[cH:17][cH:18][cH:19][n:20][c:21]32)[CH2:22][c:23]2[cH:24][cH:25][c:26]([CH2:27][N:32]([CH3:31])[CH3:33])[cH:29][cH:30]2)[n:3][c:4]2[c:5]1[cH:6][cH:7][cH:8][cH:9]2. The product is CN(C)Cc1ccc(CN(Cc2nc3ccccc3[nH]2)C2CCCc3cccnc32)cc1. Reactants: Cl (HCl), [OH-].[Na+] (NaOH), IC=1SC(=CC1)C(O)C1=CC=NC=C1 (2-iodo-5-(4-pyridylhydroxymethyl)thiophene), O.O.[Sn](Cl)Cl (tin(II) chloride dihydrate). The solvent is C(C)(=O)O (acetic acid), O (H2O). Run at time 2 hour. Product: IC=1SC(=CC1)CC1=CC=NC=C1 (2-iodo-5-(4-pyridylmethyl)thiophene). The yield is 35.6%. RXN SMILES: [I:1][C:2]1[S:3][C:4]([CH:7]([C:9]2[CH:14]=[CH:13][N:12]=[CH:11][CH:10]=2)O)=[CH:5][CH:6]=1.O.O.[Sn](Cl)Cl.Cl.[OH-].[Na+]>C(O)(=O)C.O>[I:1][C:2]1[S:3][C:4]([CH2:7][C:9]2[CH:14]=[CH:13][N:12]=[CH:11][CH:10]=2)=[CH:5][CH:6]=1 |f:1.2.3,5.6|. Procedure: A suspension of 2-iodo-5-(4-pyridylhydroxymethyl)thiophene (0.65 g, 2.05 mmol) and tin(II) chloride dihydrate (1.01 g, 4.51 mmol) in acetic acid (5 mL) was treated with HCl gas for 10 rain and stirred for 2 hours at ambient temperature. The reaction mixture was poured into H2O, neutralized with 10% aqueous NaOH, and extracted twice with ethyl acetate. The combined organic layers were washed with H2O, dried over MgSO4, filtered, and concentrated in vacuo. Chromatography on silica gel provided 2-i... Starting materials: C[Si](CC(CC(=O)OCC)C#N)(C)C (ethyl 4-(trimethylsilyl)-3-cyanobutanoate), O.[OH-].[Li+] (lithium hydroxide monohydrate), Cl (hydrochloric acid). Solvent: CO.COCCOC.O (methanol 1,2-dimethoxyethane water). Yields the product C[Si](CC(CC(=O)O)C#N)(C)C (4-trimethylsilyl-3-cyanobutanoic acid). Isolated yield 99.5%. Reaction SMILES: [CH3:1][Si:2]([CH3:14])([CH3:13])[CH2:3][CH:4]([C:11]#[N:12])[CH2:5][C:6]([O:8]CC)=[O:7].O.[OH-].[Li+].Cl>CO.COCCOC.O>[CH3:14][Si:2]([CH3:1])([CH3:13])[CH2:3][CH:4]([C:11]#[N:12])[CH2:5][C:6]([OH:8])=[O:7] |f:1.2.3,5.6.7|. Procedure details: A solution of ethyl 4-(trimethylsilyl)-3-cyanobutanoate (341 mg, 1.60 mmol) in methanol/1,2-dimethoxyethane/water (3:2:1, 4.2 ml) was added with lithium hydroxide monohydrate (135 mg, 3.21 mmol), and the mixture was refluxed by heating for 1 hour with stirring. The reaction mixture was cooled on ice, and added with aqueous hydrochloric acid (1 N), and the mixture was extracted with ethyl acetate. The organic layer was washed with water and dried over anhydrous sodium sulfate, and the solvent was...